This data is from the Open Reaction Database (ORD), a public repository of structured organic reaction records. The task is: describe an organic reaction: reactants, conditions, products, and yield Starting materials: Cc1cccc(CC(Nc2ccccc2)C(=O)NC(C#N)COCc2cccc(-c3nnnn3CCC#N)c2)c1, C1CCC2=NCCCN2CC1, ClCCl. Product: Cc1cccc(CC(Nc2ccccc2)C(=O)NC(C#N)COCc2cccc(-c3nnn[nH]3)c2)c1. As a reaction SMILES: [C:1]([CH2:2][CH2:3][n:5]1[n:6][n:7][n:8][c:9]1-[c:10]1[cH:11][c:12]([CH2:13][O:14][CH2:15][CH:16]([C:17]#[N:18])[NH:19][C:20]([CH:21]([NH:22][c:23]2[cH:24][cH:25][cH:26][cH:27][cH:28]2)[CH2:29][c:30]2[cH:31][c:32]([CH3:36])[cH:33][cH:34][cH:35]2)=[O:37])[cH:38][cH:39][cH:40]1)#[N:4].[CH2:41]1[CH2:42][CH2:43][C:44]2=[N:49][CH2:48][CH2:47][CH2:46][N:45]2[CH2:50][CH2:51]1.[Cl:52][CH2:53][Cl:54]>>[n:5]1[n:6][n:7][nH:8][c:9]1-[c:10]1[cH:11][c:12]([CH2:13][O:14][CH2:15][CH:16]([C:17]#[N:18])[NH:19][C:20]([CH:21]([NH:22][c:23]2[cH:24][cH:25][cH:26][cH:27][cH:28]2)[CH2:29][c:30]2[cH:31][c:32]([CH3:36])[cH:33][cH:34][cH:35]2)=[O:37])[cH:38][cH:39][cH:40]1. Starting materials: ClC1=C(C=C(C=C1[N+](=O)[O-])[N+](=O)[O-])C(F)(F)F (2-chloro-3,5-dinitrobenzotrifluoride), FC(C1=CC(NC(N1)=O)=O)(F)F (6-trifluoromethyl-2,4(1H,3H)-pyrimidinedione), [H-].[Na+] (sodium hydride). The solvent is CN(C=O)C (dimethylformamide), CN(C=O)C (dimethylformamide). Conditions: temperature 0 celsius. The product is [N+](=O)([O-])C1=C(C(=CC(=C1)[N+](=O)[O-])C(F)(F)F)N1C(NC(C=C1C(F)(F)F)=O)=O ((2,4-dinitro-6-trifluoromethylphenyl)-6-trifluoromethyl-2,4(1H,3H)-pyrimidinedione). The yield is 33.5%. Reaction SMILES: [F:1][C:2]([F:12])([F:11])[C:3]1[NH:8][C:7](=[O:9])[NH:6][C:5](=[O:10])[CH:4]=1.[H-].[Na+].Cl[C:16]1[C:21]([N+:22]([O-:24])=[O:23])=[CH:20][C:19]([N+:25]([O-:27])=[O:26])=[CH:18][C:17]=1[C:28]([F:31])([F:30])[F:29]>CN(C)C=O>[N+:25]([C:19]1[CH:20]=[C:21]([N+:22]([O-:24])=[O:23])[CH:16]=[C:17]([C:28]([F:29])([F:30])[F:31])[C:18]=1[N:8]1[C:3]([C:2]([F:1])([F:11])[F:12])=[CH:4][C:5](=[O:10])[NH:6][C:7]1=[O:9])([O-:27])=[O:26] |f:1.2|. Reported procedure: 1.0 g of 6-trifluoromethyl-2,4(1H,3H)-pyrimidinedione was added to 10 ml of dimethylformamide, followed by addition of 0.65 g of sodium hydride (purity: 55%) with stirring at 0° C. The mixed solution was stirred at room temperature for 30 minutes, then cooled to 0° C. and added dropwise with a 5 ml dimethylformamide solution of 1.89 g of 2-chloro-3,5-dinitrobenzotrifluoride. After the solution was further stirred at room temperature for 3 hours, the solvent was distilled away under reduced press... As a reaction SMILES: [C:25](=[O:26])([OH:27])[O-:28].[CH2:1]([CH2:2][CH2:3][CH3:4])[c:5]1[cH:6][n:7]([C:16]([CH3:17])([CH3:18])[CH3:19])[s:8][c:9]1=[N:10][C:11](=[O:12])[O:13][CH2:14][CH3:15].[CH:30]([Cl:31])([Cl:32])[Cl:33].[I:20][Si:21]([CH3:22])([CH3:23])[CH3:24].[Na+:29]>>[CH2:1]([CH2:2][CH2:3][CH3:4])[c:5]1[cH:6][n:7]([C:16]([CH3:17])([CH3:18])[CH3:19])[s:8][c:9]1=[NH:10]. The reactants are O=C([O-])O, CCCCc1cn(C(C)(C)C)sc1=NC(=O)OCC, ClC(Cl)Cl, C[Si](C)(C)I, [Na+]. Yields the product CCCCc1cn(C(C)(C)C)sc1=N.